From a dataset of the Open Reaction Database (ORD), a public repository of structured organic reaction records. describe an organic reaction: reactants, conditions, products, and yield The reactants are N([C@@H]([C@H](O)C)C(=O)N[C@H](CC1=CN(C2=CC=CC=C12)CC(=O)OCC)C(=O)N[C@@H](CC1=CC=CC=C1)C(=O)N(C)CC1=CC=CC=C1)C(=O)C (Ac-Thr-D-Trp(CH2CO2Et)-Phe-NMeBzl), [OH-].[Na+] (sodium hydroxide), [OH-].[Na+] (sodium hydroxide). Run in C(C)O (ethanol). Run at time 2 hour. Product: N([C@@H]([C@H](O)C)C(=O)N[C@H](CC1=CN(C2=CC=CC=C12)CC(=O)O)C(=O)N[C@@H](CC1=CC=CC=C1)C(=O)N(C)CC1=CC=CC=C1)C(=O)C (Ac-Thr-D-Trp(CH2CO2H)-Phe-NMeBzl). The yield is 95.8%. As a reaction SMILES: [NH:1]([C:48]([CH3:50])=[O:49])[C@H:2]([C:6]([NH:8][C@@H:9]([C:26]([NH:28][C@H:29]([C:37]([N:39]([CH2:41][C:42]1[CH:47]=[CH:46][CH:45]=[CH:44][CH:43]=1)[CH3:40])=[O:38])[CH2:30][C:31]1[CH:36]=[CH:35][CH:34]=[CH:33][CH:32]=1)=[O:27])[CH2:10][C:11]1[C:19]2[C:14](=[CH:15][CH:16]=[CH:17][CH:18]=2)[N:13]([CH2:20][C:21]([O:23]CC)=[O:22])[CH:12]=1)=[O:7])[C@@H:3]([CH3:5])[OH:4].[OH-].[Na+]>C(O)C>[NH:1]([C:48]([CH3:50])=[O:49])[C@H:2]([C:6]([NH:8][C@@H:9]([C:26]([NH:28][C@H:29]([C:37]([N:39]([CH2:41][C:42]1[CH:43]=[CH:44][CH:45]=[CH:46][CH:47]=1)[CH3:40])=[O:38])[CH2:30][C:31]1[CH:32]=[CH:33][CH:34]=[CH:35][CH:36]=1)=[O:27])[CH2:10][C:11]1[C:19]2[C:14](=[CH:15][CH:16]=[CH:17][CH:18]=2)[N:13]([CH2:20][C:21]([OH:23])=[O:22])[CH:12]=1)=[O:7])[C@@H:3]([CH3:5])[OH:4] |f:1.2|. Procedure details: To a solution of Ac-Thr-D-Trp(CH2CO2Et)-Phe-NMeBzl (0.98 g) in ethanol (25 ml) was added 0.1N sodium hydroxide solution (14.3 ml) under ice-cooling. After stirring two hours, 0.1N sodium hydroxide solution (2.0 ml) was added and the mixture was stirred for additional two hours. The ethanol was evaporated and the solution was extracted twice with ethyl acetate. The aqueous layer was acidified with 1N hydrochloric acid and extracted twice with ethyl acetate. The extract was washed with sodium chlo... Yields the product Cc1ccc(S(=O)(=O)OCCOc2ccc3c(c2)c(S(=O)(=O)c2cccc4ccccc24)nn3C)cc1. Reaction SMILES: [C:39](=[O:40])([O-:41])[O-:42].[CH3:1][I:2].[CH3:45][C:46](=[O:47])[CH3:48].[Cs+:43].[Cs+:44].[c:3]1([S:13](=[O:14])(=[O:15])[c:16]2[n:17][nH:18][c:19]3[cH:20][cH:21][c:22]([O:25][CH2:26][CH2:27][O:28][S:29](=[O:30])(=[O:31])[c:32]4[cH:33][cH:34][c:35]([CH3:38])[cH:36][cH:37]4)[cH:23][c:24]23)[cH:4][cH:5][cH:6][c:7]2[cH:8][cH:9][cH:10][cH:11][c:12]12>>[c:3]1([S:13](=[O:14])(=[O:15])[c:16]2[n:17][n:18]([CH3:39])[c:19]3[cH:20][cH:21][c:22]([O:25][CH2:26][CH2:27][O:28][S:29](=[O:30])(=[O:31])[c:32]4[cH:33][cH:34][c:35]([CH3:38])[cH:36][cH:37]4)[cH:23][c:24]23)[cH:4][cH:5][cH:6][c:7]2[cH:8][cH:9][cH:10][cH:11][c:12]12. The reactants are O=C([O-])[O-], CI, CC(C)=O, [Cs+], [Cs+], Cc1ccc(S(=O)(=O)OCCOc2ccc3[nH]nc(S(=O)(=O)c4cccc5ccccc45)c3c2)cc1. The reactants are CI, O=C1Nc2cnc(Cl)nc2N(C2CCCCC2)CC1(F)F, [H-], [Na+]. Product: CN1C(=O)C(F)(F)CN(C2CCCCC2)c2nc(Cl)ncc21. As a reaction SMILES: [CH3:24][I:25].[Cl:1][c:2]1[n:3][cH:4][c:5]2[c:11]([n:12]1)[N:10]([CH:13]1[CH2:14][CH2:15][CH2:16][CH2:17][CH2:18]1)[CH2:9][C:8]([F:19])([F:20])[C:7](=[O:21])[NH:6]2.[H-:22].[Na+:23]>>[Cl:1][c:2]1[n:3][cH:4][c:5]2[c:11]([n:12]1)[N:10]([CH:13]1[CH2:14][CH2:15][CH2:16][CH2:17][CH2:18]1)[CH2:9][C:8]([F:19])([F:20])[C:7](=[O:21])[N:6]2[CH3:24]. Starting materials: CC(C)(C)[O-], Cc1ccccc1, CC(C)c1cc(C(C)C)c(-c2ccccc2P(C2CCCCC2)C2CCCCC2)c(C(C)C)c1, Cc1cc(Cl)nc(NC(C)c2ccc(F)cc2)c1, Nc1cnccn1, [Na+]. Reaction SMILES: [CH3:60][C:61]([CH3:62])([O-:63])[CH3:64].[CH3:66][c:67]1[cH:68][cH:69][cH:70][cH:71][cH:72]1.[CH:26]1([P:27]([CH:28]2[CH2:29][CH2:30][CH2:31][CH2:32][CH2:33]2)[c:34]2[cH:35][cH:36][cH:37][cH:38][c:39]2-[c:40]2[c:41]([CH:42]([CH3:43])[CH3:44])[cH:45][c:46]([CH:47]([CH3:48])[CH3:49])[cH:50][c:51]2[CH:52]([CH3:53])[CH3:54])[CH2:55][CH2:56][CH2:57][CH2:58][CH2:59]1.[Cl:1][c:2]1[cH:3][c:4]([CH3:18])[cH:5][c:6]([NH:8][CH:9]([CH3:10])[c:11]2[cH:12][cH:13][c:14]([F:17])[cH:15][cH:16]2)[n:7]1.[NH2:19][c:20]1[n:21][cH:22][cH:23][n:24][cH:25]1.[Na+:65]>>[c:2]1([NH:19][c:20]2[n:21][cH:22][cH:23][n:24][cH:25]2)[cH:3][c:4]([CH3:18])[cH:5][c:6]([NH:8][CH:9]([CH3:10])[c:11]2[cH:12][cH:13][c:14]([F:17])[cH:15][cH:16]2)[n:7]1. Product: Cc1cc(Nc2cnccn2)nc(NC(C)c2ccc(F)cc2)c1. The reactants are ClC1=NC(=NC(=C1)C1=CN(C2=NC=CC=C21)S(=O)(=O)C2=CC=CC=C2)N[C@@H]2CC[C@H](CC2)N (trans-N1-(4-chloro-6-(1-(phenylsulfonyl)-1H-pyrrolo[2,3-b]pyridin-3-yl)pyrimidin-2-yl)cyclohexane-1,4-diamine), N(=C=O)C (isocyanatomethane), CCN(C(C)C)C(C)C (Hunig's base), C1CCOC1 (THF). The solvent is O (water). Run at temperature 80 celsius. The product is C(C)(=O)[O-].[NH4+] (ammonium acetate), ClC1=NC(=NC(=C1)C1=CNC2=NC=CC=C21)N[C@@H]2CC[C@H](CC2)NC(=O)NC (1-(trans-4-{[4-chloro-6-(1H-pyrrolo[2,3-b]pyridin-3-yl)pyrimidin-2-yl]amino}cyclohexyl)-3-methylurea). The yield is 8.0%. Reaction SMILES: [Cl:1][C:2]1[CH:7]=[C:6]([C:8]2[C:16]3[C:11](=[N:12][CH:13]=[CH:14][CH:15]=3)[N:10](S(C3C=CC=CC=3)(=O)=[O:18])[CH:9]=2)[N:5]=[C:4]([NH:26][C@H:27]2[CH2:32][CH2:31][C@H:30]([NH2:33])[CH2:29][CH2:28]2)[N:3]=1.[N:34]([CH3:37])=[C:35]=[O:36].CCN(C(C)C)C(C)C.[CH2:47]1[CH2:51][O:50]CC1>O>[C:51]([O-:18])(=[O:50])[CH3:47].[NH4+:3].[Cl:1][C:2]1[CH:7]=[C:6]([C:8]2[C:16]3[C:11](=[N:12][CH:13]=[CH:14][CH:15]=3)[NH:10][CH:9]=2)[N:5]=[C:4]([NH:26][C@H:27]2[CH2:28][CH2:29][C@H:30]([NH:33][C:35]([NH:34][CH3:37])=[O:36])[CH2:31][CH2:32]2)[N:3]=1 |f:5.6|. Procedure: A mixture of Example 275a (150 mg, 0.311 mmol), isocyanatomethane (21.26 mg, 0.373 mmol) and Hunig's base (0.108 mL, 0.621 mmol) in THF (4 mL) was stirred at room temperature for 16 hours. The resulting mixture was concentrated in vacuo. To the residue was added dioxane (5 mL) and NaOH (20%, 0.6 mL) and heated at 80° C. for 1 hour. The reaction mixture was concentrated and purified by reverse-phase HPLC performed on a Phenomenex Luna C8 AXIA column (30×75 mm, 100 Å) using a gradient of 10% to 95... Starting materials: C(#N)C1=CC(=C(C=C1)O)F (4-cyano-2-fluorophenol), C(=O)([O-])[O-].[K+].[K+] (K2CO3), BrCCCBr (1,3-dibromopropane). Reported procedure: A mixture of 4-cyano-2-fluorophenol (8.5 g, 0.0620 mol; see Preparation D(iv) above), anhydrous K2CO3 (17.14 g, 0.124 mol) and 1,3-dibromopropane (37.7 mL, 0.372 mol) in dry DMF (80 mL) was stirred at 60° C. for 3 days under a nitrogen atmosphere. The reaction mixture was filtered through Celite® and the solvent was then evaporated under reduced pressure. The residue was purified by column chromatography over silica gel, using 4% ethyl acetate in petroleum ether, as eluent, to yield 8.2 g of the... Reaction conditions: temperature 60 celsius, time 3 day. As a reaction SMILES: [C:1]([C:3]1[CH:8]=[CH:7][C:6]([OH:9])=[C:5]([F:10])[CH:4]=1)#[N:2].C([O-])([O-])=O.[K+].[K+].[Br:17][CH2:18][CH2:19][CH2:20]Br>CN(C=O)C>[Br:17][CH2:18][CH2:19][CH2:20][O:9][C:6]1[CH:7]=[CH:8][C:3]([C:1]#[N:2])=[CH:4][C:5]=1[F:10] |f:1.2.3|. Run in CN(C)C=O (DMF). Isolated yield 51.2%. The product is BrCCCOC1=C(C=C(C#N)C=C1)F (4-(3-Bromopropoxy)-3-fluorobenzonitrile). Reactants: C1=C(C)C=CC(C(C)C)=C1O (Thymol), C(C)(C)(C)O (t-butanol), C(C)(=O)O (acetic acid), S(O)(O)(=O)=O (sulfuric acid), C(C)(C)(C)O (t-butanol). Run in O (water), CCCCCC (hexane). Conditions: temperature 25 celsius, time 1 hour. The product is CC(C)(C)C=1C(=C(C=C(C1)C)O)C(C)C (1,1-dimethylethyl-2-(1-methylethyl)-5-methylphenol). Yield: 43.0%. Reaction SMILES: [CH:1]1[C:10]([OH:11])=[C:6]([CH:7]([CH3:9])[CH3:8])[CH:5]=[CH:4][C:2]=1[CH3:3].C(O)(=O)C.S(=O)(=O)(O)O.[C:21](O)([CH3:24])([CH3:23])[CH3:22]>O.CCCCCC>[CH3:22][C:21]([C:5]1[C:6]([CH:7]([CH3:9])[CH3:8])=[C:10]([OH:11])[CH:1]=[C:2]([CH3:3])[CH:4]=1)([CH3:24])[CH3:23]. Procedure details: Thymol (360.0 g, 2.4 mol) was added to a cooled (0° C.) mixture of acetic acid (600 mL) and sulfuric acid (144 mL). The mixture was allowed to warm to 20°-25° C., after which, t-butanol (228 mL, 2.4 mol) was added dropwise over a one hour period. The mixture was stirred at 25° C. for one hour. An additional portion of t-butanol (114 mL, 1.2 mol) was then added dropwise over a one hour period. The mixture was stirred at 25° C. for 4 hours after which the mixture was poured into hexane (1 L) and w...